From a dataset of the Open Reaction Database (ORD), a public repository of structured organic reaction records. describe an organic reaction: reactants, conditions, products, and yield Reactants: O (water), BrBr (bromine), [OH-].[Na+] (NaOH), C(#N)C(CN1N=CN=C1)(CC=C)C1=CC=C(C=C1)C#C (2-cyano-2-(4-ethinylphenyl)-1-(1H-1,2,4-triazol-1-yl)-4-pentene). Solvent: O1CCOCC1 (dioxane). Yields the product C(#N)C(CN1N=CN=C1)(CC=C)C1=CC=C(C=C1)C#CBr (2-Cyano-2-(4-bromoethinylphenyl)-1-(1H-1,2,4-triazol-1-yl)-4-pentene). Reaction SMILES: [Br:1]Br.[OH-].[Na+].[C:5]([C:7]([C:17]1[CH:22]=[CH:21][C:20]([C:23]#[CH:24])=[CH:19][CH:18]=1)([CH2:14][CH:15]=[CH2:16])[CH2:8][N:9]1[CH:13]=[N:12][CH:11]=[N:10]1)#[N:6].O>O1CCOCC1>[C:5]([C:7]([C:17]1[CH:18]=[CH:19][C:20]([C:23]#[C:24][Br:1])=[CH:21][CH:22]=1)([CH2:14][CH:15]=[CH2:16])[CH2:8][N:9]1[CH:13]=[N:12][CH:11]=[N:10]1)#[N:6] |f:1.2|. Procedure: 0.8 g of bromine are added, at 0°, to 5 ml of 10% NaOH while stirring vigorously. After the solution has become colourless a solution of 1 g 2-cyano-2-(4-ethinylphenyl)-1-(1H-1,2,4-triazol-1-yl)-4-pentene in 3 ml of dioxane are added dropwise, at 0°, within a few minutes. The reaction mixture is then stirred for 3 hours at room temperature, poured into 100 ml of water, extracted with diethylether, the ether extract washed with water (3 times), dried and the ether evaporated. The residue is heate... Reactants: C(C1=CC=CC=C1)(=O)OOC(C1=CC=CC=C1)=O (benzoyl peroxide), C(C1=CC=CC=C1)[C@@H](C[C@@H]([C@H](CC1=CC=CC=C1)NC(=O)OCC1=CN=CS1)O)NC([C@@H](NC(=O)N(C)CC=1N=C(SC1)C(C)C)C(C)C)=O (N1-((1S,3S,4S)-1-benzyl-3-hydroxy-5-phenyl-4-{[(1,3-thiazol-5-ylmethoxy)carbonyl]amino}pentyl)-N2-{[[(2-isopropyl-1,3-thiazol-4-yl)methyl](methyl)amino]carbonyl}-L-valinamide), C(CCC)SCCCC (butyl sulfide), C(C1=CC=CC=C1)(=O)OOC(C1=CC=CC=C1)=O (benzoyl peroxide). The solvent is C(C)#N (acetonitrile), C(C)(=O)OCC (ethyl acetate). Reaction conditions: temperature 0 celsius, time 1 hour. Yields the product C(C1=CC=CC=C1)[C@@H](C[C@@H]([C@H](CC1=CC=CC=C1)NC(=O)OCC1=CN=CS1)OC(CCC)SCCCC)NC([C@@H](NC(=O)N(C)CC=1N=C(SC1)C(C)C)C(C)C)=O (N1-((1S,3S,4S)-1-benzyl-3-[1-(butylthio)butoxy]-5-phenyl-4-{[(1,3-thiazol-5-ylmethoxy)carbonyl]amino}pentyl)-N2-{[[(2-isopropyl-1,3-thiazol-4-yl)methyl](methyl)amino]carbonyl}-L-valinamide). Yield: 68.0%. Reaction SMILES: [CH2:1]([C@H:8]([NH:30][C:31](=[O:50])[C@H:32]([CH:47]([CH3:49])[CH3:48])[NH:33][C:34]([N:36]([CH2:38][C:39]1[N:40]=[C:41]([CH:44]([CH3:46])[CH3:45])[S:42][CH:43]=1)[CH3:37])=[O:35])[CH2:9][C@H:10]([OH:29])[C@@H:11]([NH:19][C:20]([O:22][CH2:23][C:24]1[S:28][CH:27]=[N:26][CH:25]=1)=[O:21])[CH2:12][C:13]1[CH:18]=[CH:17][CH:16]=[CH:15][CH:14]=1)[C:2]1[CH:7]=[CH:6][CH:5]=[CH:4][CH:3]=1.[CH2:51]([S:55][CH2:56][CH2:57][CH2:58][CH3:59])[CH2:52][CH2:53][CH3:54].C(OOC(=O)C1C=CC=CC=1)(=O)C1C=CC=CC=1>C(#N)C.C(OCC)(=O)C>[CH2:1]([C@H:8]([NH:30][C:31](=[O:50])[C@H:32]([CH:47]([CH3:49])[CH3:48])[NH:33][C:34]([N:36]([CH2:38][C:39]1[N:40]=[C:41]([CH:44]([CH3:45])[CH3:46])[S:42][CH:43]=1)[CH3:37])=[O:35])[CH2:9][C@H:10]([O:29][CH:51]([S:55][CH2:56][CH2:57][CH2:58][CH3:59])[CH2:52][CH2:53][CH3:54])[C@@H:11]([NH:19][C:20]([O:22][CH2:23][C:24]1[S:28][CH:27]=[N:26][CH:25]=1)=[O:21])[CH2:12][C:13]1[CH:18]=[CH:17][CH:16]=[CH:15][CH:14]=1)[C:2]1[CH:3]=[CH:4][CH:5]=[CH:6][CH:7]=1. Procedure: To a solution of the compound of Example 1 (3.0 g, 4.2 mmol) and butyl sulfide (18 mL) in acetonitrile (24 mL) at 0° C. was added benzoyl peroxide (2.0 g) in three portions over 3 hours, and the reaction was stirred at 0° C. for 1 hour and then at room temperature for 1 hour. Additional benzoyl peroxide (4.0 g) was added in two portions over 2 hours at room temperature. The reaction was diluted with ethyl acetate and washed with 10% Na2CO3 and brine. The organic phase was dried over MgSO4, filte...